From a dataset of the Open Reaction Database (ORD), a public repository of structured organic reaction records. describe an organic reaction: reactants, conditions, products, and yield Reactants: CO, O=C1CC=CC2CCCC(c3ccc(Cl)cc3)N12, [H][H], O=[Pt]. Yields the product O=C1CCCC2CCCC(c3ccc(Cl)cc3)N12. As a reaction SMILES: [CH3:21][OH:22].[Cl:1][c:2]1[cH:3][cH:4][c:5]([CH:8]2[N:9]3[C:10](=[O:18])[CH2:11][CH:12]=[CH:13][CH:14]3[CH2:15][CH2:16][CH2:17]2)[cH:6][cH:7]1.[H:19][H:20].[Pt:23]=[O:24]>>[Cl:1][c:2]1[cH:3][cH:4][c:5]([CH:8]2[N:9]3[C:10](=[O:18])[CH2:11][CH2:12][CH2:13][CH:14]3[CH2:15][CH2:16][CH2:17]2)[cH:6][cH:7]1. Reactants: CC(Cl)c1cccnc1, OCC(C=N1)=CN1C(C)C. The reagents and catalysts are O=C([O-])[O-].[Cs+].[Cs+] (cesium carbonate), [I-].[K+] (potassium iodide). Run in CN(C)C=O (DMF), CN(C)C=O (dmf), CN(C)C=O (DMF). Reaction conditions: temperature 70 celsius, time 16 hour. The product is CC(C%10=CC=CN=C%10)OCC(C=N%11)=CN%11C(C)C. Reactants: COC(=O)c1ccc2[nH]c(-c3cccc4c3-c3ccccc3C4=O)nc2c1, CO, CC(C)OC(C)C, Cl, [Li+], [OH-], O. RXN SMILES: [CH3:12][O:13][C:14](=[O:15])[c:16]1[cH:17][c:18]2[c:19]([nH:20][c:21](-[c:23]3[cH:24][cH:25][cH:26][c:27]4[c:35]3-[c:34]3[c:29]([cH:30][cH:31][cH:32][cH:33]3)[C:28]4=[O:36])[n:22]2)[cH:37][cH:38]1.[CH3:39][OH:40].[CH:5]([O:6][CH:7]([CH3:8])[CH3:9])([CH3:10])[CH3:11].[ClH:4].[Li+:1].[OH-:2].[OH2:3]>>[O:13]=[C:14]([OH:15])[c:16]1[cH:17][c:18]2[c:19]([nH:20][c:21](-[c:23]3[cH:24][cH:25][cH:26][c:27]4[c:35]3-[c:34]3[c:29]([cH:30][cH:31][cH:32][cH:33]3)[C:28]4=[O:36])[n:22]2)[cH:37][cH:38]1. Product: O=C(O)c1ccc2[nH]c(-c3cccc4c3-c3ccccc3C4=O)nc2c1. The reactants are ClC1=CC=C(CN2CCC(CC2)CNC(CNC(C2=C(C=CC(=C2)C(F)(F)F)N)=O)=O)C=C1 (1-(4-chlorobenzyl)-4-[{(N-(2-amino-5-trifluoromethylbenzoyl)glycyl)amino}methyl]piperidine). The reagents and catalysts are [OH-].[OH-].[Pd+2] (Pd(OH)2). Solvent: C(=O)O.CO (HCO2H methanol). Run at temperature 50 celsius, time 14 hour. Yields the product NC1=C(C(=O)NCC(=O)NCC2CCNCC2)C=C(C=C1)C(F)(F)F (4-[{(N-(2-amino-5-trifluoromethylbenzoyl)glycyl)amino}methyl]piperidine). Isolated yield 85.2%. As a reaction SMILES: ClC1C=CC(C[N:7]2[CH2:12][CH2:11][CH:10]([CH2:13][NH:14][C:15](=[O:31])[CH2:16][NH:17][C:18](=[O:30])[C:19]3[CH:24]=[C:23]([C:25]([F:28])([F:27])[F:26])[CH:22]=[CH:21][C:20]=3[NH2:29])[CH2:9][CH2:8]2)=CC=1>C(O)=O.CO.[OH-].[OH-].[Pd+2]>[NH2:29][C:20]1[CH:21]=[CH:22][C:23]([C:25]([F:28])([F:26])[F:27])=[CH:24][C:19]=1[C:18]([NH:17][CH2:16][C:15]([NH:14][CH2:13][CH:10]1[CH2:9][CH2:8][NH:7][CH2:12][CH2:11]1)=[O:31])=[O:30] |f:1.2,3.4.5|. Reported procedure: A suspension of 1-(4-chlorobenzyl)-4-[{(N-(2-amino-5-trifluoromethylbenzoyl)glycyl)amino}methyl]piperidine (447 mg, 0.93 mmol) and Pd(OH)2 (60 mg, 0.23 mmol) in 5% HCO2H/methanol (10 mL) was stirred at 50° C. for 14 h. The Pd catalyst was filtered off through Celite, and the filtrate was concentrated. To the residue was added 1N aqueous NaOH solution (15 mL) and the mixture was extracted with ethyl acetate (30 mL×3). The combined extracts were dried over anhydrous sodium sulfate, filtered, and c... Reactants: BrC1=CC=C(C[C@@]2(C(N(C(N2)=O)C2=CC(=CC(=C2)NC(=O)C)Cl)=O)C)C=C1 (5-(R)-(4-bromobenzyl)-3-(5-acetamino-3-chlorophenyl)-5-methylimidazoline-2,4-dione), N(C(=O)C)C=1C=C(C=C(N)C1)Cl (5-acetamino-3-chloroaniline), [N-]=C=O (isocyanate), COC([C@](N)(CC1=CC=C(C=C1)Br)C)=O ((R)-α-methyl-4-bromophenylalanine methyl ester). The solvent is Cl (HCl). Yields the product BrC1=CC=C(C[C@@]2(C(N(C(N2)=O)C2=CC(=CC(=C2)N)Cl)=O)C)C=C1 (5-(R)-(4-bromobenzyl)-3-(5-amino-3-chlorophenyl)-5-methylimidazoline-2,4-dione). Reaction SMILES: [Br:1][C:2]1[CH:27]=[CH:26][C:5]([CH2:6][C@@:7]2([CH3:25])[NH:11][C:10](=[O:12])[N:9]([C:13]3[CH:18]=[C:17]([NH:19]C(C)=O)[CH:16]=[C:15]([Cl:23])[CH:14]=3)[C:8]2=[O:24])=[CH:4][CH:3]=1.[N-]=C=O.COC(=O)[C@@](C)(CC1C=CC(Br)=CC=1)N.N(C1C=C(Cl)C=C(C=1)N)C(C)=O>Cl>[Br:1][C:2]1[CH:27]=[CH:26][C:5]([CH2:6][C@@:7]2([CH3:25])[NH:11][C:10](=[O:12])[N:9]([C:13]3[CH:18]=[C:17]([NH2:19])[CH:16]=[C:15]([Cl:23])[CH:14]=3)[C:8]2=[O:24])=[CH:4][CH:3]=1. Procedure: 5-(R)-(4-bromobenzyl)-3-(5-acetamino-3-chlorophenyl)-5-methylimidazoline-2,4-dione (prepared by the process described in Example 1 from the isocyanate derivative of (R)-α-methyl-4-bromophenylalanine methyl ester and 5-acetamino-3-chloroaniline) was hydrolyzed by heating in 2N HCl to give 5-(R)-(4-bromobenzyl)-3-(5-amino-3-chlorophenyl)-5-methylimidazoline-2,4-dione. Sandmeyer reaction with NaNO2, CuCN and KCN provided the title compound as a resin. The reactants are Cn1nc([N+](=O)[O-])cc1CO, ClC(Cl)Cl, BrP(Br)Br. The product is Cn1nc([N+](=O)[O-])cc1CBr. As a reaction SMILES: [CH3:1][n:2]1[n:3][c:4]([N+:9](=[O:10])[O-:11])[cH:5][c:6]1[CH2:7][OH:8].[CH:16]([Cl:17])([Cl:18])[Cl:19].[P:12]([Br:13])([Br:14])[Br:15]>>[CH3:1][n:2]1[n:3][c:4]([N+:9](=[O:10])[O-:11])[cH:5][c:6]1[CH2:7][Br:13].